From a dataset of the Open Reaction Database (ORD), a public repository of structured organic reaction records. describe an organic reaction: reactants, conditions, products, and yield The reactants are acyl, C(C)(C)(C)OC(NC1=C(C=CC=C1)NC(C=C)=O)=O ((2-acryloylamino-phenyl)-carbamic acid tert-butyl ester), BrC1=CC=C(C=C1)C(C(=O)O)CCCCl (2-(4-bromo-phenyl)-5-chloro-pentanoic acid), COC(C(CCCCl)C1=CC=C(C=C1)Br)=O (2-(4-bromo-phenyl)-5-chloro-pentanoic acid methyl ester). Yields the product COC(C(CCCCl)C1=CC=C(C=C1)\C=C\C(NC1=C(C=CC=C1)NC(=O)OC(C)(C)C)=O)=O ((E)-2-{4-[2-(2-tert-butoxycarbonylamino-phenylcarbamoyl)-vinyl]-phenyl}-5-chloro-pentanoic acid methyl ester). As a reaction SMILES: BrC1C=CC(C(CCCCl)C(O)=O)=CC=1.[CH3:16][O:17][C:18](=[O:31])[CH:19]([C:24]1[CH:29]=[CH:28][C:27](Br)=[CH:26][CH:25]=1)[CH2:20][CH2:21][CH2:22][Cl:23].[C:32]([O:36][C:37](=[O:50])[NH:38][C:39]1[CH:44]=[CH:43][CH:42]=[CH:41][C:40]=1[NH:45][C:46](=[O:49])[CH:47]=[CH2:48])([CH3:35])([CH3:34])[CH3:33]>>[CH3:16][O:17][C:18](=[O:31])[CH:19]([C:24]1[CH:29]=[CH:28][C:27](/[CH:48]=[CH:47]/[C:46](=[O:49])[NH:45][C:40]2[CH:41]=[CH:42][CH:43]=[CH:44][C:39]=2[NH:38][C:37]([O:36][C:32]([CH3:35])([CH3:34])[CH3:33])=[O:50])=[CH:26][CH:25]=1)[CH2:20][CH2:21][CH2:22][Cl:23]. Procedure: Key building block (E)-2-{4-[2-(2-tert-butoxycarbonylamino-phenylcarbamoyl)-vinyl]-phenyl}-5-chloro-pentanoic acid methyl ester (VIII) can be prepared according to Scheme 7. Starting with commercially available 4-(bromo-phenyl)-acetonitrile (XVI), deprotonation with strong base followed by alkylation using 1-bromo-3-chloropropane gives 2-(4-bromo-phenyl)-5-chloro-pentanenitrile (XXXII). Hydrolysis of XXXII under acidic conditions furnishes 2-(4-bromo-phenyl)-5-chloro-pentanoic acid (XXXIII). Nuc... Reactants: CC(C)O, Nc1ccc(Cl)cc1F, COCCOc1ccc2c(Cl)ncnc2c1, Cl. The product is COCCOc1ccc2c(Nc3ccc(Cl)cc3F)ncnc2c1. As a reaction SMILES: [CH:27]([OH:28])([CH3:29])[CH3:30].[Cl:18][c:19]1[cH:20][c:21]([F:26])[c:22]([NH2:23])[cH:24][cH:25]1.[Cl:2][c:3]1[n:4][cH:5][n:6][c:7]2[cH:8][c:9]([O:13][CH2:14][CH2:15][O:16][CH3:17])[cH:10][cH:11][c:12]12.[ClH:1]>>[c:3]1([NH:23][c:22]2[c:21]([F:26])[cH:20][c:19]([Cl:18])[cH:25][cH:24]2)[n:4][cH:5][n:6][c:7]2[cH:8][c:9]([O:13][CH2:14][CH2:15][O:16][CH3:17])[cH:10][cH:11][c:12]12. Reactants: Cl (Hydrogen chloride), C(C)OC(=O)C#N (ethylcyanoformate). Product: C(C)OC(=O)C1=NC(=NC(=N1)C(=O)OCC)C(=O)OCC (2,4,6-Triethoxycarbonyl-1,3,5-triazine). Reaction SMILES: Cl.[CH2:2]([O:4][C:5]([C:7]#[N:8])=[O:6])[CH3:3]>>[CH2:2]([O:4][C:5]([C:7]1[N:8]=[C:7]([C:5]([O:4][CH2:2][CH3:3])=[O:6])[N:8]=[C:7]([C:5]([O:4][CH2:2][CH3:3])=[O:6])[N:8]=1)=[O:6])[CH3:3]. Procedure: Hydrogen chloride gas was bubbled through neat ethylcyanoformate (0.997 ml, 10.1 mmol) until the solution became a white solid, approximately 2 hours. The solid was partitioned between CH2Cl2 and water. The CH2Cl2 layer was collected dried (MgSO4) and concentrated to a white solid. The product was crystallized from hot absolute ethanol to give the title compound (m. p. 169-170° C.). 1H NMR (CDCl3) δ1.42 (t, 9H, 3× CH3), 4.50 (q, 6H, 3× CH2). 13C NMR (DMSO) δ14.06 (CH3), 64.02 (CH2), 161.27 (CO),... The reactants are N1CCCCCC1 (azepane), CCN(C(C)C)C(C)C (DIEA), N1=CC=CC=C1 (pyridine), S(=O)(Cl)Cl (thionyl chloride), C(C)(=O)OCC (ethyl acetate). Run in C1(=CC=CC=C1)C (toluene), C1(=CC=CC=C1)C (toluene). Run at temperature -10 celsius, time 1 hour. Yields the product N1(CCCCCC1)C(=O)Cl (Azepane-1-carbonyl Chloride). The yield is 85.0%. RXN SMILES: [NH:1]1[CH2:7][CH2:6][CH2:5][CH2:4][CH2:3][CH2:2]1.CCN(C(C)C)C(C)C.N1C=CC=CC=1.S(Cl)([Cl:25])=O.C([O:30][CH2:31]C)(=O)C>C1(C)C=CC=CC=1>[N:1]1([C:31]([Cl:25])=[O:30])[CH2:7][CH2:6][CH2:5][CH2:4][CH2:3][CH2:2]1. Reported procedure: To a solution of azepane (2 g, 20.2 mmol) in 30 mL of anhydrous toluene was added DIEA (3.5 mL, 20.0 mmol) and pyridine (1.63 mL, 20.2 mmol). The mixture was cooled to −10° C. under nitrogen. Once at the prescribed temperature, carbon dioxide gas was bubbled through the solution for 30 min, and then a solution of thionyl chloride (1.74 mL, 24.0 mmol) in 10 mL of toluene was added at −10° C. Upon completion of addition, the reaction mixture was stirred for 1 hr while the temperature was kept unde... The reactants are [N+](=O)([O-])C1=CC=C(C=C1)N1CCNCC1 (1-(4-nitro-phenyl)-piperazine), ClC1=NC=CC=C1 (2-chloropyridine). Run in CS(=O)C (DMSO). The product is [N+](=O)([O-])C1=CC=C(C=C1)N1CCN(CC1)C1=NC=CC=C1 (1-(4-nitro-phenyl)-4-pyridin-2-yl-piperazine). RXN SMILES: [N+:1]([C:4]1[CH:9]=[CH:8][C:7]([N:10]2[CH2:15][CH2:14][NH:13][CH2:12][CH2:11]2)=[CH:6][CH:5]=1)([O-:3])=[O:2].Cl[C:17]1[CH:22]=[CH:21][CH:20]=[CH:19][N:18]=1>CS(C)=O>[N+:1]([C:4]1[CH:5]=[CH:6][C:7]([N:10]2[CH2:15][CH2:14][N:13]([C:17]3[CH:22]=[CH:21][CH:20]=[CH:19][N:18]=3)[CH2:12][CH2:11]2)=[CH:8][CH:9]=1)([O-:3])=[O:2]. Procedure: From 1-(4-nitro-phenyl)-piperazine and 2-chloropyridine, by heating in DMSO to give 1-(4-nitro-phenyl)-4-pyridin-2-yl-piperazine then catalytic hydrogenation over Raney nickel in methanol. Reactants: CCOC(=O)C=C(C)c1ccc(C=CC=C(C)CCC=C(C)C)cc1, CC(C)O, [K+], [OH-]. Yields the product CC(C)=CCCC(C)=CC=Cc1ccc(C(C)=CC(=O)O)cc1. As a reaction SMILES: [CH3:3][C:4](=[CH:5][CH:6]=[CH:7][c:8]1[cH:9][cH:10][c:11]([C:14](=[CH:15][C:16](=[O:17])[O:18][CH2:19][CH3:20])[CH3:21])[cH:12][cH:13]1)[CH2:22][CH2:23][CH:24]=[C:25]([CH3:26])[CH3:27].[CH:28]([OH:29])([CH3:30])[CH3:31].[K+:2].[OH-:1]>>[CH3:3][C:4](=[CH:5][CH:6]=[CH:7][c:8]1[cH:9][cH:10][c:11]([C:14](=[CH:15][C:16](=[O:17])[OH:18])[CH3:21])[cH:12][cH:13]1)[CH2:22][CH2:23][CH:24]=[C:25]([CH3:26])[CH3:27]. Reactants: CO, ClCCl, CC(=O)c1ccc(F)cc1O, CN1CCN(C(=O)c2ccc(-c3cnc4c(c3)C(O)CCN4)cc2)CC1. Yields the product CC(=O)c1ccc(F)cc1OC1CCNc2ncc(-c3ccc(C(=O)N4CCN(C)CC4)cc3)cc21. Reaction SMILES: [CH3:38][OH:39].[Cl:40][CH2:41][Cl:42].[F:27][c:28]1[cH:29][c:30]([OH:37])[c:31]([C:34]([CH3:35])=[O:36])[cH:32][cH:33]1.[OH:1][CH:2]1[c:3]2[cH:4][c:5](-[c:12]3[cH:13][cH:14][c:15]([C:18](=[O:19])[N:20]4[CH2:21][CH2:22][N:23]([CH3:26])[CH2:24][CH2:25]4)[cH:16][cH:17]3)[cH:6][n:7][c:8]2[NH:9][CH2:10][CH2:11]1>>[O:1]([CH:2]1[c:3]2[cH:4][c:5](-[c:12]3[cH:13][cH:14][c:15]([C:18](=[O:19])[N:20]4[CH2:21][CH2:22][N:23]([CH3:26])[CH2:24][CH2:25]4)[cH:16][cH:17]3)[cH:6][n:7][c:8]2[NH:9][CH2:10][CH2:11]1)[c:30]1[cH:29][c:28]([F:27])[cH:33][cH:32][c:31]1[C:34]([CH3:35])=[O:36].